Dataset: the Open Reaction Database (ORD), a public repository of structured organic reaction records. Task: describe an organic reaction: reactants, conditions, products, and yield Reactants: Cc1ccc(-c2c(C#N)c(CC(C)C)nc3ccc(C=CC=O)cc23)cc1, CCOC(=O)CP(=O)(OCC)OCC, CCOC(C)=O, [H-], [Na+], C1CCOC1. Yields the product CCOC(=O)C=CC=Cc1ccc2nc(CC(C)C)c(C#N)c(-c3ccc(C)cc3)c2c1. As a reaction SMILES: [CH2:17]([CH:18]([CH3:19])[CH3:20])[c:21]1[n:22][c:23]2[cH:24][cH:25][c:26]([CH:40]=[CH:41][CH:42]=[O:43])[cH:27][c:28]2[c:29](-[c:33]2[cH:34][cH:35][c:36]([CH3:39])[cH:37][cH:38]2)[c:30]1[C:31]#[N:32].[CH2:1]([O:2][P:3]([O:4][CH2:5][CH3:6])(=[O:7])[CH2:9][C:10](=[O:11])[O:12][CH2:13][CH3:14])[CH3:8].[CH3:49][CH2:50][O:51][C:52](=[O:53])[CH3:54].[H-:15].[Na+:16].[O:44]1[CH2:45][CH2:46][CH2:47][CH2:48]1>>[CH:9]([C:10](=[O:11])[O:12][CH2:13][CH3:14])=[CH:42][CH:41]=[CH:40][c:26]1[cH:25][cH:24][c:23]2[n:22][c:21]([CH2:17][CH:18]([CH3:19])[CH3:20])[c:30]([C:31]#[N:32])[c:29](-[c:33]3[cH:34][cH:35][c:36]([CH3:39])[cH:37][cH:38]3)[c:28]2[cH:27]1. The reactants are ClC1=C(C=C(C=C1)[C@]1(O)[C@H](O)[C@@H](O)[C@H](O)[C@H](O1)CO)CC1=CC=C(C=C1)OS(=O)(=O)C(F)(F)F (1-chloro-4-(β-D-glucopyranos-1-yl)-2-(4-trifluoromethylsulfonyloxy-benzyl)-benzene), C(#C)C=1C=NC=CC1 (3-ethynyl-pyridine). Yields the product ClC1=C(C=C(C=C1)[C@]1(O)[C@H](O)[C@@H](O)[C@H](O)[C@H](O1)CO)CC1=CC=C(C=C1)C#CC=1C=NC=CC1 (1-Chloro-4-(β-D-glucopyranos-1-yl)-2-[4-(pyridine-3-yl-ethynyl)-benzyl]-benzene). RXN SMILES: [Cl:1][C:2]1[CH:7]=[CH:6][C:5]([C@:8]2([O:17][C@H:16]([CH2:18][OH:19])[C@@H:14]([OH:15])[C@H:12]([OH:13])[C@H:10]2[OH:11])[OH:9])=[CH:4][C:3]=1[CH2:20][C:21]1[CH:26]=[CH:25][C:24](OS(C(F)(F)F)(=O)=O)=[CH:23][CH:22]=1.[C:35]([C:37]1[CH:38]=[N:39][CH:40]=[CH:41][CH:42]=1)#[CH:36]>>[Cl:1][C:2]1[CH:7]=[CH:6][C:5]([C@:8]2([O:17][C@H:16]([CH2:18][OH:19])[C@@H:14]([OH:15])[C@H:12]([OH:13])[C@H:10]2[OH:11])[OH:9])=[CH:4][C:3]=1[CH2:20][C:21]1[CH:26]=[CH:25][C:24]([C:36]#[C:35][C:37]2[CH:38]=[N:39][CH:40]=[CH:41][CH:42]=2)=[CH:23][CH:22]=1. Procedure: The compound was obtained starting from 1-chloro-4-(β-D-glucopyranos-1-yl)-2-(4-trifluoromethylsulfonyloxy-benzyl)-benzene and 3-ethynyl-pyridine. Starting materials: N1C(CCCCCC1)C(=O)OCC (ethyl azacyclooctane-2-carboxylate), C(C1=CC=CC=C1)OC(=O)N[C@@H](C)C(=O)O (N-benzyloxycarbonyl- (S) -alanine), N-hydroxysuccinimide ester. Run in C(C)(=O)OCC (ethyl acetate). Conditions: time 20 hour. Yields the product C(C1=CC=CC=C1)OC(=O)N[C@@H](C)C(=O)N1C(CCCCCC1)C(=O)OCC (1-[N-benzyloxycarbonyl-(S)-alanyl]azacyclooctane-2(R,S)-carboxylic acid, ethyl ester). As a reaction SMILES: [NH:1]1[CH2:8][CH2:7][CH2:6][CH2:5][CH2:4][CH2:3][CH:2]1[C:9]([O:11][CH2:12][CH3:13])=[O:10].[CH2:14]([O:21][C:22]([NH:24][C@H:25]([C:27](O)=[O:28])[CH3:26])=[O:23])[C:15]1[CH:20]=[CH:19][CH:18]=[CH:17][CH:16]=1>C(OCC)(=O)C>[CH2:14]([O:21][C:22]([NH:24][C@H:25]([C:27]([N:1]1[CH2:8][CH2:7][CH2:6][CH2:5][CH2:4][CH2:3][CH:2]1[C:9]([O:11][CH2:12][CH3:13])=[O:10])=[O:28])[CH3:26])=[O:23])[C:15]1[CH:20]=[CH:19][CH:18]=[CH:17][CH:16]=1. Procedure details: To a solution of 9.4 g of ethyl azacyclooctane-2-carboxylate in 400 ml of ethyl acetate add 17.0 g of N-benzyloxycarbonyl- (S) -alanine, N-hydroxysuccinimide ester. Stir the reaction mixture at room temperature for 20 hours and concentrate it in vacuo to give 1-[N-benzyloxycarbonyl-(S)-alanyl]azacyclooctane-2(R,S)-carboxylic acid, ethyl ester, as a colorless oil. Starting materials: CC(=O)C (Acetone), C[O-].[Na+] (sodium methoxide), CO (methanol), CC=1C=NC(=C(C1OC)C)C[S+](C=2NC=3C=CC(=CC3N2)OC)[O-] (esomeprazole). Run in C(C(C)C)C(=O)C (methyl isobutyl ketone). Conditions: time 15 minute. Product: CC=1C=NC(=C(C1OC)C)C[S+](C=2[N-]C=3C=CC(=CC3N2)OC)[O-].[Na+] (esomeprazole sodium). Reaction SMILES: C[O-].[Na+:3].CO.[CH3:6][C:7]1[CH:8]=[N:9][C:10]([CH2:16][S+:17]([O-:29])[C:18]2[NH:19][C:20]3[CH:21]=[CH:22][C:23]([O:27][CH3:28])=[CH:24][C:25]=3[N:26]=2)=[C:11]([CH3:15])[C:12]=1[O:13][CH3:14].CC(C)=O>C(C(C)=O)C(C)C>[CH3:6][C:7]1[CH:8]=[N:9][C:10]([CH2:16][S+:17]([O-:29])[C:18]2[N-:19][C:20]3[CH:21]=[CH:22][C:23]([O:27][CH3:28])=[CH:24][C:25]=3[N:26]=2)=[C:11]([CH3:15])[C:12]=1[O:13][CH3:14].[Na+:3] |f:0.1,6.7|. Procedure details: 30% sodium methoxide in methanol (4.7 mL, 25.3 mmol) was added dropwise to a solution of esomeprazole (8.5 g, 24.6 mmol; 2.2% sulfone, 4.7% R-enantiomer) in methyl isobutyl ketone (60 mL). The mixture was stirred for 15 min. Acetone (60 mL) was added in 30 min. The resulting slurry was stirred overnight at room temperature. The solid was collected by filtration, rinsed with acetone (2×10 mL) and dried under reduced pressure at 50° C. to yield esomeprazole sodium. Yield: 5.5 g (61%). Sulfone cont... Reactants: ClC1=CC=C(C=C1)C1=NSC(=N1)N1CCN(CC1)CC(O)C1=CC=C(C=C1)OC (2-{4-[3-(4-Chloro-phenyl)-[1,2,4]thiadiazol-5-yl]-piperazin-1-yl}-1-(4-methoxy-phenyl)-ethanol), title compounds, ClC1=CC=C(C=C1)C1=NSC(=N1)N1CCN(CC1)CC(=O)C1=CC(=CC=C1)OC (2-{4-[3-(4-Chloro-phenyl)-[1,2,4]thiadiazol-5-yl]-piperazin-1-yl}-1-(3-methoxy-phenyl)-ethanone). Yields the product ClC1=CC=C(C=C1)C1=NSC(=N1)N1CCN(CC1)CC(O)C1=CC(=CC=C1)OC (2-{4-[3-(4-Chloro-phenyl)-[1,2,4]thiadiazol-5-yl]-piperazin-1-yl}-1-(3-methoxy-phenyl)-ethanol). As a reaction SMILES: ClC1C=CC(C2N=C(N3CCN(CC(C4C=CC(OC)=CC=4)O)CC3)SN=2)=CC=1.[Cl:30][C:31]1[CH:36]=[CH:35][C:34]([C:37]2[N:41]=[C:40]([N:42]3[CH2:47][CH2:46][N:45]([CH2:48][C:49]([C:51]4[CH:56]=[CH:55][CH:54]=[C:53]([O:57][CH3:58])[CH:52]=4)=[O:50])[CH2:44][CH2:43]3)[S:39][N:38]=2)=[CH:33][CH:32]=1>>[Cl:30][C:31]1[CH:32]=[CH:33][C:34]([C:37]2[N:41]=[C:40]([N:42]3[CH2:43][CH2:44][N:45]([CH2:48][CH:49]([C:51]4[CH:56]=[CH:55][CH:54]=[C:53]([O:57][CH3:58])[CH:52]=4)[OH:50])[CH2:46][CH2:47]3)[S:39][N:38]=2)=[CH:35][CH:36]=1. Reported procedure: In analogy to the procedure described for the synthesis of 2-{4-[3-(4-Chloro-phenyl)-[1,2,4]thiadiazol-5-yl]-piperazin-1-yl}-1-(4-methoxy-phenyl)-ethanol (Example 54) the title compounds was prepared from 2-{4-[3-(4-Chloro-phenyl)-[1,2,4]thiadiazol-5-yl]-piperazin-1-yl}-1-(3-methoxy-phenyl)-ethanone through reduction as white solid. MS (m/e): 431.3 (MH+). The reactants are Cc1nccc(-c2sc(C(C)(C)C)nc2-c2cccc(N)c2F)n1, ClCCl, O=S(=O)(Cl)c1cccc(F)c1, c1ccncc1. Product: Cc1nccc(-c2sc(C(C)(C)C)nc2-c2cccc(NS(=O)(=O)c3cccc(F)c3)c2F)n1. RXN SMILES: [CH3:1][C:2]([CH3:3])([CH3:4])[c:5]1[s:6][c:7](-[c:18]2[n:19][c:20]([CH3:24])[n:21][cH:22][cH:23]2)[c:8](-[c:10]2[c:11]([F:17])[c:12]([NH2:13])[cH:14][cH:15][cH:16]2)[n:9]1.[Cl:42][CH2:43][Cl:44].[F:25][c:26]1[cH:27][c:28]([S:32](=[O:33])(=[O:34])[Cl:35])[cH:29][cH:30][cH:31]1.[cH:36]1[cH:37][cH:38][n:39][cH:40][cH:41]1>>[CH3:1][C:2]([CH3:3])([CH3:4])[c:5]1[s:6][c:7](-[c:18]2[n:19][c:20]([CH3:24])[n:21][cH:22][cH:23]2)[c:8](-[c:10]2[c:11]([F:17])[c:12]([NH:13][S:32]([c:28]3[cH:27][c:26]([F:25])[cH:31][cH:30][cH:29]3)(=[O:33])=[O:34])[cH:14][cH:15][cH:16]2)[n:9]1. The reactants are C(C)(=O)NC1CC2=CC=C(C=C2C1)OC(CCl)=O (2-acetylamino-5-chloroacetoxyindan), [OH-].[Na+] (sodium hydroxide). Solvent: CO (methanol). Run at time 2.5 hour. Product: C(C)(=O)NC1CC2=CC=C(C=C2C1)O (2-acetylamino-5-hydroxyindan). Yield: 56.6%. RXN SMILES: [C:1]([NH:4][CH:5]1[CH2:13][C:12]2[C:7](=[CH:8][CH:9]=[C:10]([O:14]C(=O)CCl)[CH:11]=2)[CH2:6]1)(=[O:3])[CH3:2].[OH-].[Na+]>CO>[C:1]([NH:4][CH:5]1[CH2:13][C:12]2[C:7](=[CH:8][CH:9]=[C:10]([OH:14])[CH:11]=2)[CH2:6]1)(=[O:3])[CH3:2] |f:1.2|. Procedure: A mixture of 2.5 g of 2-acetylamino-5-chloroacetoxyindan, 50 ml of methanol and 46 ml of an aqueous 1N sodium hydroxide solution is stirred at room temperature for 2.5 hours. The reaction mixture is evaporated to remove methanol and the residual aqueous layer is washed with dimethyl ether, acidified and extracted with ethyl acetate. The extract is washed successively with an aqueous sodium bicarbonate solution and an aqueous sodium chloride solution, dried and evaporated to remove solvent. The r... Reactants: Cc1cc(-c2cccc(C(=O)CC(=O)Nc3cc(C#N)c(N4CCCCC4)cc3NC(=O)OC(C)(C)C)c2)on1, ClCCl, O=C(O)C(F)(F)F. Yields the product Cc1cc(-c2cccc(C3=Nc4cc(N5CCCCC5)c(C#N)cc4NC(=O)C3)c2)on1. RXN SMILES: [C:1]([O:2][C:3](=[O:4])[NH:7][c:8]1[c:9]([NH:22][C:23]([CH2:24][C:25](=[O:5])[c:27]2[cH:28][c:29](-[c:33]3[cH:34][c:35]([CH3:38])[n:36][o:37]3)[cH:30][cH:31][cH:32]2)=[O:39])[cH:10][c:11]([C:20]#[N:21])[c:12]([N:14]2[CH2:15][CH2:16][CH2:17][CH2:18][CH2:19]2)[cH:13]1)([CH3:6])([CH3:26])[CH3:40].[Cl:48][CH2:49][Cl:50].[F:41][C:42]([F:43])([F:44])[C:45]([OH:46])=[O:47]>>[N:7]1=[C:25]([c:27]2[cH:28][c:29](-[c:33]3[cH:34][c:35]([CH3:38])[n:36][o:37]3)[cH:30][cH:31][cH:32]2)[CH2:24][C:23](=[O:39])[NH:22][c:9]2[c:8]1[cH:13][c:12]([N:14]1[CH2:15][CH2:16][CH2:17][CH2:18][CH2:19]1)[c:11]([C:20]#[N:21])[cH:10]2. Starting materials: C(C)(C)(C)OC(=O)N1[C@@H](CC(C1)=NOC)C(=O)O ((2S,4EZ)-1-(tert-butoxycarbonyl)-4-(methoxyimino)-2-pyrrolidinecarboxylic acid), C1(=CC=C(C=C1)C(=O)Cl)C1=CC=CC=C1 ([1,1′-biphenyl]-4-carbonyl chloride), N1=CC=CC2=CC(=CC=C12)N (6-quinolinamine). Product: C1(=CC=C(C=C1)C(=O)N1[C@@H](CC(C1)=NOC)C(=O)NC=1C=C2C=CC=NC2=CC1)C1=CC=CC=C1 ((2S,4EZ)-1-([1,1′-biphenyl]-4-ylcarbonyl)-4-(methoxyimino)-N-(6-quinolinyl)-2-pyrrolidinecarboxamide). As a reaction SMILES: C(O[C:6]([N:8]1[CH2:12][C:11](=[N:13][O:14][CH3:15])[CH2:10][C@H:9]1[C:16]([OH:18])=O)=[O:7])(C)(C)C.[C:19]1([C:28]2[CH:33]=[CH:32][CH:31]=[CH:30][CH:29]=2)[CH:24]=[CH:23][C:22](C(Cl)=O)=[CH:21][CH:20]=1.[N:34]1[C:43]2[C:38](=[CH:39][C:40]([NH2:44])=[CH:41][CH:42]=2)[CH:37]=[CH:36][CH:35]=1>>[C:28]1([C:19]2[CH:20]=[CH:21][CH:22]=[CH:23][CH:24]=2)[CH:29]=[CH:30][C:31]([C:6]([N:8]2[CH2:12][C:11](=[N:13][O:14][CH3:15])[CH2:10][C@H:9]2[C:16]([NH:44][C:40]2[CH:39]=[C:38]3[C:43](=[CH:42][CH:41]=2)[N:34]=[CH:35][CH:36]=[CH:37]3)=[O:18])=[O:7])=[CH:32][CH:33]=1. Reported procedure: Following the general method as outlined in Example 22, starting from (2S,4EZ)-1-(tert-butoxycarbonyl)-4-(methoxyimino)-2-pyrrolidinecarboxylic acid, [1,1′-biphenyl]-4-carbonyl chloride, and 6-quinolinamine the title compound was obtained in 79% purity by LC/MS. MS(ESI+): m/z=465.4. Starting materials: Cl.N[C@@H]1C(N(CCCC1)CC1=CC=CC=C1)=O ((S)-3-Amino-1-benzylazepan-2-one hydrochloride), BrCC1=CC(=CC=C1)OC (1-(bromomethyl)-3-methoxybenzene). Product: N[C@@H]1C(N(CCCC1)CC1=CC(=CC=C1)OC)=O ((S)-3-Amino-1-(3-methoxybenzyl)azepan-2-one). Reaction SMILES: Cl.[NH2:2][C@H:3]1[CH2:9][CH2:8][CH2:7][CH2:6][N:5]([CH2:10][C:11]2[CH:16]=[CH:15][CH:14]=[CH:13][CH:12]=2)[C:4]1=[O:17].BrCC1C=CC=[C:22]([O:26]C)C=1>>[NH2:2][C@H:3]1[CH2:9][CH2:8][CH2:7][CH2:6][N:5]([CH2:10][C:11]2[CH:16]=[CH:15][CH:14]=[C:13]([O:26][CH3:22])[CH:12]=2)[C:4]1=[O:17] |f:0.1|. Procedure details: (S)-3-Amino-1-(3-methoxybenzyl)azepan-2-one (175 mg, 0.705 mmol) was synthesized as described for the preparation of Intermediate 42 using 1-(bromomethyl)-3-methoxybenzene in step A. Anal. Calcd. for C14H20N2O2 m/z 248.3. found: 249.3 (M+H)+.